Dataset: the Open Reaction Database (ORD), a public repository of structured organic reaction records. Task: describe an organic reaction: reactants, conditions, products, and yield Starting materials: CC(=CCBr)C (dimethylallyl bromide), C(C=1C(O)=CC=CC1)=O (salicylaldehyde), [H-].[Na+] (sodium hydride). The solvent is CN(C=O)C (dimethylformamide), CN(C=O)C (dimethylformamide). Reaction conditions: time 1 hour. Yields the product CC(=CCOC1=C(C=O)C=CC=C1)C (2-(3-methyl-2-butenyloxy)-benzaldehyde). Isolated yield 87.9%. RXN SMILES: [CH:1](=[O:9])[C:2]1[C:3](=[CH:5][CH:6]=[CH:7][CH:8]=1)[OH:4].[H-].[Na+].[CH3:12][C:13]([CH3:17])=[CH:14][CH2:15]Br>CN(C)C=O>[CH3:12][C:13]([CH3:17])=[CH:14][CH2:15][O:4][C:3]1[CH:5]=[CH:6][CH:7]=[CH:8][C:2]=1[CH:1]=[O:9] |f:1.2|. Procedure: 244 g (2 mols) of salicylaldehyde in 400 ml of dimethylformamide are added dropwise to a suspension of 60 g (2 mols) of 80% strength sodium hydride in 2,000 ml of absolute dimethylformamide, while cooling and stirring. After one hour at room temperature, 312.9 g (2.1 mols) of dimethylallyl bromide are added dropwise, again at 0° C. The mixture is stirred at room temperature overnight and thereafter the solvent is largely evaporated off and the residue is carefully hydrolyzed. The product is extr... Reactants: NC=1C=CC(=C(C1)C1=CC=C(C=C1)C(=O)NCC1CC1)C (5′-Amino-N-(cyclopropylmethyl)-2′-methyl-1,1′-biphenyl-4-carboxamide), C(CCC)(=O)O (butyric acid), resin. Run in C1CCOC1 (THF). Conditions: time 72 hour. Yields the product C1(CC1)CNC(=O)C1=CC=C(C=C1)C1=CC(=CC=C1C)NC(CCC)=O (N-(4′-{[(Cyclopropylmethyl)amino]carbonyl}-6-methyl-1,1′-biphenyl-3-yl)butyramide). RXN SMILES: [NH2:1][C:2]1[CH:3]=[CH:4][C:5]([CH3:21])=[C:6]([C:8]2[CH:13]=[CH:12][C:11]([C:14]([NH:16][CH2:17][CH:18]3[CH2:20][CH2:19]3)=[O:15])=[CH:10][CH:9]=2)[CH:7]=1.[C:22](O)(=[O:26])[CH2:23][CH2:24][CH3:25]>C1COCC1>[CH:18]1([CH2:17][NH:16][C:14]([C:11]2[CH:12]=[CH:13][C:8]([C:6]3[C:5]([CH3:21])=[CH:4][CH:3]=[C:2]([NH:1][C:22](=[O:26])[CH2:23][CH2:24][CH3:25])[CH:7]=3)=[CH:9][CH:10]=2)=[O:15])[CH2:20][CH2:19]1. Procedure: 5′-Amino-N-(cyclopropylmethyl)-2′-methyl-1,1′-biphenyl-4-carboxamide (30 mg, 0.11 mmol) and butyric acid (22.0 mg, 0.25 mmol) were mixed in THF (3 ml). Carbodiimde resin (295 mg, 0.31 mmol) was added and shaking continued for 72 h. The reaction was filtered, the resin washed with THF and methanol and the combined filtrate and washings filtered through an SPE (SCX), to give, after evaporation of the solvent under vacuum, N-(4′-{[(cyclopropylmethyl)amino]carbonyl}-6-methyl-1,1′-biphenyl-3-yl)butyr... Reactants: N#Cc1ccc2c(c1)NCC(C(=O)O)O2, ClCCl, COC(=O)Oc1cc(N)c(C2CCN(C(=O)OC(C)(C)C)CC2)cc1C1CCCC1, c1ccncc1. Product: COC(=O)Oc1cc(NC(=O)C2CNc3cc(C#N)ccc3O2)c(C2CCN(C(=O)OC(C)(C)C)CC2)cc1C1CCCC1. RXN SMILES: [C:1](#[N:2])[c:3]1[cH:4][cH:5][c:6]2[c:7]([cH:15]1)[NH:8][CH2:9][CH:10]([C:12](=[O:13])[OH:14])[O:11]2.[Cl:52][CH2:53][Cl:54].[NH2:16][c:17]1[c:18]([CH:33]2[CH2:34][CH2:35][N:36]([C:39](=[O:40])[O:41][C:42]([CH3:43])([CH3:44])[CH3:45])[CH2:37][CH2:38]2)[cH:19][c:20]([CH:28]2[CH2:29][CH2:30][CH2:31][CH2:32]2)[c:21]([O:23][C:24](=[O:25])[O:26][CH3:27])[cH:22]1.[cH:46]1[cH:47][cH:48][n:49][cH:50][cH:51]1>>[C:1](#[N:2])[c:3]1[cH:4][cH:5][c:6]2[c:7]([cH:15]1)[NH:8][CH2:9][CH:10]([C:12](=[O:14])[NH:16][c:17]1[c:18]([CH:33]3[CH2:34][CH2:35][N:36]([C:39](=[O:40])[O:41][C:42]([CH3:43])([CH3:44])[CH3:45])[CH2:37][CH2:38]3)[cH:19][c:20]([CH:28]3[CH2:29][CH2:30][CH2:31][CH2:32]3)[c:21]([O:23][C:24](=[O:25])[O:26][CH3:27])[cH:22]1)[O:11]2.